Dataset: the Open Reaction Database (ORD), a public repository of structured organic reaction records. Task: describe an organic reaction: reactants, conditions, products, and yield The product is Cl.ClC=1C=C(C(N(C1)CC1=C(C=CC=C1)S(=O)(=O)N1CCCC1)=N)C(=O)N (5-chloro-2-imino-1-[2-(pyrrolidin-1-ylsulfonyl)benzyl]-1,2-dihydropyridine-3-carboxamide hydrochloride). Reaction SMILES: [C:1]([CH:3]([CH:7]1[C:11]([Cl:12])=[C:10](Cl)C(=O)O1)[C:4]([NH2:6])=[O:5])#[N:2].Cl.[N:16]1([S:21]([C:24]2[CH:29]=[CH:28][CH:27]=[CH:26][C:25]=2[CH2:30][NH2:31])(=[O:23])=[O:22])[CH2:20][CH2:19][CH2:18][CH2:17]1.C(=O)([O-])[O-].[K+].[K+].[OH-].[Na+]>C(O)C>[ClH:12].[Cl:12][C:11]1[CH:7]=[C:3]([C:4]([NH2:6])=[O:5])[C:1](=[NH:2])[N:31]([CH2:30][C:25]2[CH:26]=[CH:27][CH:28]=[CH:29][C:24]=2[S:21]([N:16]2[CH2:20][CH2:19][CH2:18][CH2:17]2)(=[O:23])=[O:22])[CH:10]=1 |f:1.2,3.4.5,6.7,9.10|. The reactants are [OH-].[Na+] (sodium hydroxide), C(#N)C(C(=O)N)C1OC(C(=C1Cl)Cl)=O (2-Cyano-2-(3,4-dichloro-5-oxo-2,5-dihydrofuran-2-yl)acetamide), Cl.N1(CCCC1)S(=O)(=O)C1=C(C=CC=C1)CN (1-[2-(pyrrolidin-1-ylsulfonyl)phenyl]methanamine hydrochloride), C([O-])([O-])=O.[K+].[K+] (potassium carbonate). The yield is 67.5%. Run in C(C)O (ethanol). Reported procedure: (Step 4) 2-Cyano-2-(3,4-dichloro-5-oxo-2,5-dihydrofuran-2-yl)acetamide (1.42 g), 1-[2-(pyrrolidin-1-ylsulfonyl)phenyl]methanamine hydrochloride obtained in Step 3 (2.0 g) and potassium carbonate (2.08 g) were stirred in ethanol (20 ml) at 90° C. for 8 hr. The reaction mixture was poured into 1N aqueous sodium hydroxide solution, and extracted with ethyl acetate. The organic layer was washed with saturated brine, dried over magnesium sulfate, and filtered. The solvent was evaporated under reduced... The reactants are OC=1C(=CC2=C(CN3CCC4=C(C3C2)C=C(C(=C4)OC)OC)C1)OC (10-hydroxy-2,3,11-trimethoxy-5,6,13,13a-tetrahydro-8H-dibenzo[a, g]quinolizine), C(C)(=O)OC(C)=O (acetic anhydride). The solvent is N1=CC=CC=C1 (pyridine). Yields the product COC=1C(=CC2=C(C3CC4=C(CN3CC2)C=C(C(=C4)OC)OC(C)=O)C1)OC (5,6,13,13a-tetrahydro-2,3,11-trimethoxy-10-acetoxy-8H-dibenzo [a,g]quinolizine). Yield: 33.3%. RXN SMILES: [OH:1][C:2]1[C:3]([O:24][CH3:25])=[CH:4][C:5]2[CH2:14][CH:13]3[N:8]([CH2:9][CH2:10][C:11]4[CH:18]=[C:17]([O:19][CH3:20])[C:16]([O:21][CH3:22])=[CH:15][C:12]=43)[CH2:7][C:6]=2[CH:23]=1.[C:26](OC(=O)C)(=[O:28])[CH3:27]>N1C=CC=CC=1>[CH3:22][O:21][C:16]1[C:17]([O:19][CH3:20])=[CH:18][C:11]2[CH2:10][CH2:9][N:8]3[CH:13]([CH2:14][C:5]4[CH:4]=[C:3]([O:24][CH3:25])[C:2]([O:1][C:26](=[O:28])[CH3:27])=[CH:23][C:6]=4[CH2:7]3)[C:12]=2[CH:15]=1. Reported procedure: 0.8 g. of 10-hydroxy-2,3,11-trimethoxy-5,6,13,13a-tetrahydro-8H-dibenzo[a, g]quinolizine was dissolved in 8 ml of anhydrous pyridine. To the resulting solution 2 ml of acetic anhydride was added dropwise with stirring, while cooling in an ice-bath. After the mixture was stirred at room temperature for 5 hours, the excessive acetic anhydride was distilled off under reduced pressure, and the residue obtained was extracted with chloroform. The chloroform layer was washed with a 1N-sodium hydroxide ...